The task is: describe an organic reaction: reactants, conditions, products, and yield. This data is from the Open Reaction Database (ORD), a public repository of structured organic reaction records. Starting materials: CC12CCC(C3(OC4=C(C31C)C=C(C=C4)C(COC4=CC=C(C(=O)OCC3=CC=CC=C3)C=C4)=O)C)C2 (benzyl 4-[2-(1,2,3,4-tetrahydro-1,4a,9b-trimethyl-1,4-methanodibenzofuran-8-yl)-2-oxoethoxy]benzoate), [H][H] (hydrogen). The reagents and catalysts are [Pd] (palladium). Run in O1CCOCC1 (dioxane). Yields the product CC12CCC(C3(OC4=C(C31C)C=C(C=C4)C(COC4=CC=C(C(=O)O)C=C4)O)C)C2 (4-[2-(1,2,3,4-tetrahydro-1,4a,9b-trimethyl-1,4-methanodibenzofuran-8-yl)-2-hydroxyethoxy]benzoic acid). As a reaction SMILES: [CH3:1][C:2]12[CH2:37][CH:5]([C:6]3([CH3:36])[C:10]1([CH3:11])[C:9]1[CH:12]=[C:13]([C:16](=[O:35])[CH2:17][O:18][C:19]4[CH:34]=[CH:33][C:22]([C:23]([O:25]CC5C=CC=CC=5)=[O:24])=[CH:21][CH:20]=4)[CH:14]=[CH:15][C:8]=1[O:7]3)[CH2:4][CH2:3]2.[H][H]>O1CCOCC1.[Pd]>[CH3:1][C:2]12[CH2:37][CH:5]([C:6]3([CH3:36])[C:10]1([CH3:11])[C:9]1[CH:12]=[C:13]([CH:16]([OH:35])[CH2:17][O:18][C:19]4[CH:20]=[CH:21][C:22]([C:23]([OH:25])=[O:24])=[CH:33][CH:34]=4)[CH:14]=[CH:15][C:8]=1[O:7]3)[CH2:4][CH2:3]2. Procedure details: 4.41 g (8.9 mmol) of the benzyl ester obtained in Step (a) of Example 12 in 90 ml of dioxane were hydrogenated in the presence of 660 mg of palladium (10%) on charcoal at a hydrogen pressure of 7 bars at room temperature for 3 hours. After filtration of the reaction medium through Celite, evaporation and chromatography on silica in the eluent CH2Cl2 /methanol (9:1), 1.60 g (63%) of the expected compound, melting at 123.20° C., was isolated. The reactants are NCCN, O=C1CCCCC1, O, [Pt]. Product: NCCNC1CCCCC1. RXN SMILES: [NH2:8][CH2:9][CH2:10][NH2:11].[O:1]=[C:2]1[CH2:3][CH2:4][CH2:5][CH2:6][CH2:7]1.[OH2:12].[Pt:13]>>[CH:2]1([NH:8][CH2:9][CH2:10][NH2:11])[CH2:3][CH2:4][CH2:5][CH2:6][CH2:7]1. Starting materials: Cl.ClCCCN (chloropropylamine hydrochloride), [OH-].[Na+] (sodium hydroxide), O (water), O1C2C1C1=C(OC2(C)C)C=CC(=C1)[N+](=O)[O-] (3,4-Epoxy-3,4-dihydro-2,2-dimethyl-6-nitro-2H-benzo[b]pyran), O (water). Solvent: O1CCOCC1 (dioxan), C(C)(=O)OCC (ethyl acetate). The product is Cl.ClCCCN[C@@H]1C2=C(OC([C@H]1O)(C)C)C=CC(=C2)[N+](=O)[O-] (trans-4-(3-chloropropylamino)-3,4-dihydro-2,2-dimethyl-6-nitro-2H-benzo[b]-pyran-3-ol hydrochloride). The yield is 18.9%. RXN SMILES: [O:1]1[CH:3]2[C:4]3[CH:13]=[C:12]([N+:14]([O-:16])=[O:15])[CH:11]=[CH:10][C:5]=3[O:6][C:7]([CH3:9])([CH3:8])[CH:2]12.Cl.[Cl:18][CH2:19][CH2:20][CH2:21][NH2:22].[OH-].[Na+].O>O1CCOCC1.C(OCC)(=O)C>[ClH:18].[Cl:18][CH2:19][CH2:20][CH2:21][NH:22][C@H:3]1[C@H:2]([OH:1])[C:7]([CH3:9])([CH3:8])[O:6][C:5]2[CH:10]=[CH:11][C:12]([N+:14]([O-:16])=[O:15])=[CH:13][C:4]1=2 |f:1.2,3.4,8.9|. Procedure: 3,4-Epoxy-3,4-dihydro-2,2-dimethyl-6-nitro-2H-benzo[b]pyran (0.50g.), prepared as described in British Pat. No. 1,495,526, chloropropylamine hydrochloride (0.65g.), and sodium hydroxide pellets (0.20g.) in dioxan (25 ml) and water (3 ml) were stirred at room temperature for 6 days. Dilution with water and isolation via ethyl acetate gave a gum (0.62g.) which was separated, by application to silica gel plates and development with ethyl acetate- 60-80° petroleum ether mixture, into starting epoxid... Reactants: C(#N)C1=C(N(C(N([C@@H]1C1=C(C=C(C=C1)C#N)S(=O)(=O)C)C(=O)OC1=CC=C(C=C1)[N+](=O)[O-])=O)C1=CC(=CC=C1)C(F)(F)F)C (4-nitrophenyl (6S)-5-cyano-6-[4-cyano-2-(methylsulfonyl)phenyl]-4-methyl-2-oxo-3-[3-(trifluoromethyl)phenyl]-3,6-dihydropyrimidine-1(2H)-carboxylate), NC(CO)CO (2-amino-1,3-propanediol). Run in C(C)#N (acetonitrile). Yields the product C(#N)C1=C(N(C(N([C@@H]1C1=C(C=C(C=C1)C#N)S(=O)(=O)C)C(=O)NC(CO)CO)=O)C1=CC(=CC=C1)C(F)(F)F)C ((6S)-5-Cyano-6-[4-cyano-2-(methylsulfonyl)phenyl]-N-[2-hydroxy-1-(hydroxymethyl)ethyl]-4-methyl-2-oxo-3-[3-(trifluoromethyl)phenyl]-3,6-dihydropyrimidine-1(2H)-carboxamide). As a reaction SMILES: [C:1]([C:3]1[C@@H:8]([C:9]2[CH:14]=[CH:13][C:12]([C:15]#[N:16])=[CH:11][C:10]=2[S:17]([CH3:20])(=[O:19])=[O:18])[N:7]([C:21](OC2C=CC([N+]([O-])=O)=CC=2)=[O:22])[C:6](=[O:33])[N:5]([C:34]2[CH:39]=[CH:38][CH:37]=[C:36]([C:40]([F:43])([F:42])[F:41])[CH:35]=2)[C:4]=1[CH3:44])#[N:2].[NH2:45][CH:46]([CH2:49][OH:50])[CH2:47][OH:48]>C(#N)C>[C:1]([C:3]1[C@@H:8]([C:9]2[CH:14]=[CH:13][C:12]([C:15]#[N:16])=[CH:11][C:10]=2[S:17]([CH3:20])(=[O:19])=[O:18])[N:7]([C:21]([NH:45][CH:46]([CH2:49][OH:50])[CH2:47][OH:48])=[O:22])[C:6](=[O:33])[N:5]([C:34]2[CH:39]=[CH:38][CH:37]=[C:36]([C:40]([F:41])([F:42])[F:43])[CH:35]=2)[C:4]=1[CH3:44])#[N:2]. Reported procedure: According to the General Procedure 1, 4-nitrophenyl (6S)-5-cyano-6-[4-cyano-2-(methylsulfonyl)phenyl]-4-methyl-2-oxo-3-[3-(trifluoromethyl)phenyl]-3,6-dihydropyrimidine-1(2H)-carboxylate (78.0 mg, 0.125 mmol; Example 6A) was reacted with 2-amino-1,3-propanediol (34.1 mg, 0.374 mmol) in acetonitrile (1 ml) to give the target compound (50 mg, 69% of theory).